describe an organic reaction: reactants, conditions, products, and yield From a dataset of the Open Reaction Database (ORD), a public repository of structured organic reaction records. The reactants are N1=CC=C(C=C1)CC#N (4-Pyridylacetonitrile), C1(=CC=CC=C1)P(C1=CC=CC=C1)C1=CC=CC=C1 (triphenylphosphine), C([O-])([O-])=O.[Na+].[Na+] (sodium carbonate). The reagents and catalysts are O.O.O.[Rh](Cl)(Cl)Cl (rhodium chloride trihydrate). Run in C(C)O (ethanol). Product: N1=CC=C(C=C1)C(C#N)CC (2-(4-pyridyl)butyronitrile). Yield: 313.5%. RXN SMILES: [N:1]1[CH:6]=[CH:5][C:4]([CH2:7][C:8]#[N:9])=[CH:3][CH:2]=1.[C:10]1(P(C2C=CC=CC=2)C2C=CC=CC=2)C=CC=C[CH:11]=1.C(=O)([O-])[O-].[Na+].[Na+]>C(O)C.O.O.O.[Rh](Cl)(Cl)Cl>[N:1]1[CH:6]=[CH:5][C:4]([CH:7]([CH2:10][CH3:11])[C:8]#[N:9])=[CH:3][CH:2]=1 |f:2.3.4,6.7.8.9|. Procedure: 4-Pyridylacetonitrile (5.6 g, 47.46 mmol) dissolved in ethanol (70 ml) was heated under reflux with rhodium chloride trihydrate (624 mg, 2.37 mmol), triphenylphosphine (3.11 g, 11.87 mmol) and anhydrous sodium carbonate (5.534 g, 52.2 mmol) for 20 hours, filtered and concentrated. Elution from a column (4.5, 35 cm) of silica gel (Merck 7734) with CHCl3 afforded a pure fraction of 2-(4-pyridyl)butyronitrile (5.44 g, 78.5% yield). This was taken up in t-butanol (15 ml) and stirred with `Triton B` ... The yield is 96.1%. Reported procedure: N-(2-fluoro-5-pyridyl)-cyclopropane carboxamide (2.0 g, 0.011 mol) was added portionwise to a stirred solution of phosphorus pentachloride (2.31 g, 0.011 mol) in dichloromethane (20 ml) under a nitrogen atmosphere at room temperature. After complete addition the mixture was stirred at room temperature for one hour and then heated at reflux for a further one hour. The reaction mixture was then evaporated under vacuum to gave N-(2-fluoro-5-pyridyl)-cyclopropylmethanimidoyl chloride (2.1 g, 96%) wh... The reactants are FC1=NC=C(C=C1)NC(=O)C1CC1 (N-(2-fluoro-5-pyridyl)-cyclopropane carboxamide), P(Cl)(Cl)(Cl)(Cl)Cl (phosphorus pentachloride). Run at time 1 hour. The solvent is ClCCl (dichloromethane). The product is FC1=NC=C(C=C1)N=C(C1CC1)Cl (N-(2-fluoro-5-pyridyl)-cyclopropylmethanimidoyl chloride). Reaction SMILES: [F:1][C:2]1[CH:7]=[CH:6][C:5]([NH:8][C:9]([CH:11]2[CH2:13][CH2:12]2)=O)=[CH:4][N:3]=1.P(Cl)(Cl)(Cl)(Cl)[Cl:15]>ClCCl>[F:1][C:2]1[CH:7]=[CH:6][C:5]([N:8]=[C:9]([Cl:15])[CH:11]2[CH2:13][CH2:12]2)=[CH:4][N:3]=1.